This data is from the Open Reaction Database (ORD), a public repository of structured organic reaction records. The task is: describe an organic reaction: reactants, conditions, products, and yield Starting materials: CCOC(=O)C(CC)C(O)(c1ccccc1)c1ccc(OC)cc1, ClC(Cl)Cl, O=C(O)C(F)(F)F. Product: CCOC(=O)C(CC)=C(c1ccccc1)c1ccc(OC)cc1. RXN SMILES: [CH2:1]([CH3:2])[CH:3]([C:4](=[O:5])[O:6][CH2:7][CH3:8])[C:9]([c:10]1[cH:11][cH:12][cH:13][cH:14][cH:15]1)([c:16]1[cH:17][cH:18][c:19]([O:22][CH3:23])[cH:20][cH:21]1)[OH:24].[CH:25]([Cl:26])([Cl:27])[Cl:28].[OH:29][C:30]([C:31]([F:32])([F:33])[F:34])=[O:35]>>[CH2:1]([CH3:2])[C:3]([C:4](=[O:5])[O:6][CH2:7][CH3:8])=[C:9]([c:10]1[cH:11][cH:12][cH:13][cH:14][cH:15]1)[c:16]1[cH:17][cH:18][c:19]([O:22][CH3:23])[cH:20][cH:21]1. The reactants are ClB(Cl)Cl, COc1ccc(C(=O)Cl)cc1, ClCCl, CO, COc1ccc(-c2cc3ccc(OC)cc3s2)cc1, [Na+], [OH-]. Product: COc1ccc(C(=O)c2c(-c3ccc(OC)cc3)sc3cc(OC)ccc23)cc1. As a reaction SMILES: [B:33]([Cl:34])([Cl:35])[Cl:36].[C:22]([c:23]1[cH:24][cH:25][c:26]([O:29][CH3:30])[cH:27][cH:28]1)(=[O:31])[Cl:32].[CH2:39]([Cl:40])[Cl:41].[CH3:37][OH:38].[CH3:3][O:4][c:5]1[cH:6][cH:7][c:8](-[c:11]2[cH:12][c:13]3[c:14]([s:15]2)[cH:16][c:17]([O:20][CH3:21])[cH:18][cH:19]3)[cH:9][cH:10]1.[Na+:2].[OH-:1]>>[CH3:3][O:4][c:5]1[cH:6][cH:7][c:8](-[c:11]2[c:12]([C:22]([c:23]3[cH:24][cH:25][c:26]([O:29][CH3:30])[cH:27][cH:28]3)=[O:31])[c:13]3[c:14]([s:15]2)[cH:16][c:17]([O:20][CH3:21])[cH:18][cH:19]3)[cH:9][cH:10]1. The reactants are N[C@@H]1CC[C@H](CC1)CCN1CCC(CC1)OC1=C(C#N)C=C(C=C1)F (Trans 2-{1-[2-(4-Amino-cyclohexyl)-ethyl]-piperidin-4-yloxy}-5-fluoro-benzonitrile), C(C)(=O)Cl (acetylchloride), N-Trans(4-{2-[4-(4-Fluoro-phenoxy)-piperidin-1-yl]-ethyl}-cyclohexyl)-acetamide, FC(C(=O)O)(F)F (trifluoroacetic acid). Yields the product C(#N)C1=C(OC2CCN(CC2)CC[C@@H]2CC[C@H](CC2)NC(C)=O)C=CC(=C1)F (Trans N-(4-{2-[4-(2-Cyano-4-fluoro-phenoxy)-piperidin-1-yl]-ethyl}-cyclohexyl)-acetamide). Reaction SMILES: [NH2:1][C@H:2]1[CH2:7][CH2:6][C@H:5]([CH2:8][CH2:9][N:10]2[CH2:15][CH2:14][CH:13]([O:16][C:17]3[CH:24]=[CH:23][C:22]([F:25])=[CH:21][C:18]=3[C:19]#[N:20])[CH2:12][CH2:11]2)[CH2:4][CH2:3]1.F[C:27](F)(F)[C:28](O)=[O:29].C(Cl)(=O)C>>[C:19]([C:18]1[CH:21]=[C:22]([F:25])[CH:23]=[CH:24][C:17]=1[O:16][CH:13]1[CH2:12][CH2:11][N:10]([CH2:9][CH2:8][C@H:5]2[CH2:6][CH2:7][C@H:2]([NH:1][C:28](=[O:29])[CH3:27])[CH2:3][CH2:4]2)[CH2:15][CH2:14]1)#[N:20]. Procedure details: According to the synthesis of N-Trans(4-{2-[4-(4-Fluoro-phenoxy)-piperidin-1-yl]-ethyl}-cyclohexyl)-acetamide (example 8), the title compound was prepared from Trans 2-{1-[2-(4-Amino-cyclohexyl)-ethyl]-piperidin-4-yloxy}-5-fluoro-benzonitrile; trifluoroacetic acid salt and acetylchloride MS (m/e): 381.3 (M+H+). Starting materials: CS(=O)(=O)Cl (Methanesulfonylchloride), OCC1CC=2C(=C3C=CC(NC3=C(C2)C)=O)O1 (2-Hydroxymethyl-5-methyl-2,3,6,7-tetrahydrofuro[2,3-f]quinoline-7-one), N1=CC=CC=C1 (pyridine), CS(=O)(=O)Cl (methanesulfonylchloride), C(C)O (ethanol). The solvent is C(Cl)(Cl)Cl (chloroform), CO (methanol). Run at time 100 minute. Yields the product CS(=O)(=O)OCC1CC=2C(=C3C=CC(NC3=C(C2)C)=O)O1 (2-Methanesulfonyloxymethyl-5-methyl-2,3,6,7-tetrahydrofuro[2,3-f]quinoline-7-one). As a reaction SMILES: [OH:1][CH2:2][CH:3]1[O:17][C:6]2=[C:7]3[C:12](=[C:13]([CH3:15])[CH:14]=[C:5]2[CH2:4]1)[NH:11][C:10](=[O:16])[CH:9]=[CH:8]3.N1C=CC=CC=1.[CH3:24][S:25](Cl)(=[O:27])=[O:26].C(O)C>C(Cl)(Cl)Cl.CO>[CH3:24][S:25]([O:1][CH2:2][CH:3]1[O:17][C:6]2=[C:7]3[C:12](=[C:13]([CH3:15])[CH:14]=[C:5]2[CH2:4]1)[NH:11][C:10](=[O:16])[CH:9]=[CH:8]3)(=[O:27])=[O:26]. Procedure details: 2-Hydroxymethyl-5-methyl-2,3,6,7-tetrahydrofuro[2,3-f]quinoline-7-one (1.2 g) was added to anhydrous pyridine (24 ml). The mixture was stirred on ice, during which methanesulfonylchloride (625 mg) was added thereto, followed by stirring at room temperature for 100 minutes. Methanesulfonylchloride (283 mg) was added again and stirred at the same temperature for 50 minutes. After completion of the reaction, a small amount of ethanol was added, and the mixture was brought to dryness under reduced p... The reactants are C(C)(C)(C)N1CCN(CC1)C1=CC=C(C=C1)[N+](=O)[O-] (1-tert-butyl-4-(4-nitrophenyl)piperazine), [Cl-].[NH4+] (ammonium chloride). The reagents and catalysts are [Fe] (iron). The solvent is CO (methanol), O (water). Reaction conditions: time 7 hour. Yields the product C(C)(C)(C)N1CCN(CC1)C1=CC=C(C=C1)N (4-(4-tert-butylpiperazin-1-yl)phenylamine). Yield: 89.6%. RXN SMILES: [C:1]([N:5]1[CH2:10][CH2:9][N:8]([C:11]2[CH:16]=[CH:15][C:14]([N+:17]([O-])=O)=[CH:13][CH:12]=2)[CH2:7][CH2:6]1)([CH3:4])([CH3:3])[CH3:2].[Cl-].[NH4+]>CO.O.[Fe]>[C:1]([N:5]1[CH2:10][CH2:9][N:8]([C:11]2[CH:12]=[CH:13][C:14]([NH2:17])=[CH:15][CH:16]=2)[CH2:7][CH2:6]1)([CH3:4])([CH3:2])[CH3:3] |f:1.2|. Reported procedure: To a solution of 840 mg (3.189 mmol) of 1-tert-butyl-4-(4-nitrophenyl)piperazine in 24 mL of methanol, 904 mg (16.9 mmol) of ammonium chloride dissolved in 6 mL of water and 552 mg (9.886 mmol) of iron were added. After 7 hours, the suspension was cooled and filtered. pH was adjusted to 10 through portionwise addition of Na2CO3 to the aqueous phase. Extraction with dichloromethane yielded 667 mg of the title amine.